This data is from the Open Reaction Database (ORD), a public repository of structured organic reaction records. The task is: describe an organic reaction: reactants, conditions, products, and yield RXN SMILES: [Br:16][c:17]1[cH:18][n:19][cH:20][n:21][cH:22]1.[C:1]([CH3:2])([CH3:3])([CH3:4])[O:5][C:6](=[O:7])[N:8]1[CH2:9][CH:10]2[CH2:11][NH:12][CH2:13][CH:14]2[CH2:15]1.[O:117]=[C:118]([CH:119]=[CH:120][c:121]1[cH:122][cH:123][cH:124][cH:125][cH:126]1)[CH:127]=[CH:128][c:129]1[cH:130][cH:131][cH:132][cH:133][cH:134]1.[O:25]=[C:26]([CH:27]=[CH:28][c:29]1[cH:30][cH:31][cH:32][cH:33][cH:34]1)[CH:35]=[CH:36][c:37]1[cH:38][cH:39][cH:40][cH:41][cH:42]1.[O:43]=[C:44]([CH:45]=[CH:46][c:47]1[cH:48][cH:49][cH:50][cH:51][cH:52]1)[CH:53]=[CH:54][c:55]1[cH:56][cH:57][cH:58][cH:59][cH:60]1.[O:61]=[C:62]([CH:63]=[CH:64][c:65]1[cH:66][cH:67][cH:68][cH:69][cH:70]1)[CH:71]=[CH:72][c:73]1[cH:74][cH:75][cH:76][cH:77][cH:78]1.[O:81]=[C:82]([CH:83]=[CH:84][c:85]1[cH:86][cH:87][cH:88][cH:89][cH:90]1)[CH:91]=[CH:92][c:93]1[cH:94][cH:95][cH:96][cH:97][cH:98]1.[O:99]=[C:100]([CH:101]=[CH:102][c:103]1[cH:104][cH:105][cH:106][cH:107][cH:108]1)[CH:109]=[CH:110][c:111]1[cH:112][cH:113][cH:114][cH:115][cH:116]1.[Pd:23].[Pd:24].[Pd:79].[Pd:80]>>[C:1]([CH3:2])([CH3:3])([CH3:4])[O:5][C:6](=[O:7])[N:8]1[CH2:9][CH:10]2[CH2:11][N:12]([c:17]3[cH:18][n:19][cH:20][n:21][cH:22]3)[CH2:13][CH:14]2[CH2:15]1. The product is CC(C)(C)OC(=O)N1CC2CN(c3cncnc3)CC2C1. The reactants are Brc1cncnc1, CC(C)(C)OC(=O)N1CC2CNCC2C1, O=C(C=Cc1ccccc1)C=Cc1ccccc1, O=C(C=Cc1ccccc1)C=Cc1ccccc1, O=C(C=Cc1ccccc1)C=Cc1ccccc1, O=C(C=Cc1ccccc1)C=Cc1ccccc1, O=C(C=Cc1ccccc1)C=Cc1ccccc1, O=C(C=Cc1ccccc1)C=Cc1ccccc1, [Pd], [Pd], [Pd], [Pd]. Starting materials: C1(CC1)COC=1C=CC2=C(N=C(O2)C2=CC(=NO2)OC[C@H](C)NC(OC(C)(C)C)=O)C1 (tert-butyl [(1S)-2-({5-[5-(cyclopropylmethoxy)-1,3-benzoxazol-2-yl]isoxazol-3-yl}oxy)-1-methylethyl]carbamate), C(CCC)[Li] (n-butyllithium), Cl (hydrochloric acid), IC (iodomethane). The solvent is C1CCOC1 (THF), CCCCCC (hexane). Conditions: temperature -78 celsius, time 20 minute. Yields the product C1(CC1)COC=1C=CC2=C(N=C(O2)C2=C(C(=NO2)OC[C@H](C)NC(OC(C)(C)C)=O)C)C1 (tert-butyl [(1S)-2-({5-[5-(cyclopropylmethoxy)-1,3-benzoxazol-2-yl]-4-methylisoxazol-3-yl}oxy)-1-methylethyl]carbamate). As a reaction SMILES: [CH:1]1([CH2:4][O:5][C:6]2[CH:7]=[CH:8][C:9]3[O:13][C:12]([C:14]4[O:18][N:17]=[C:16]([O:19][CH2:20][C@@H:21]([NH:23][C:24](=[O:30])[O:25][C:26]([CH3:29])([CH3:28])[CH3:27])[CH3:22])[CH:15]=4)=[N:11][C:10]=3[CH:31]=2)[CH2:3][CH2:2]1.[CH2:32]([Li])CCC.IC.Cl>C1COCC1.CCCCCC>[CH:1]1([CH2:4][O:5][C:6]2[CH:7]=[CH:8][C:9]3[O:13][C:12]([C:14]4[O:18][N:17]=[C:16]([O:19][CH2:20][C@@H:21]([NH:23][C:24](=[O:30])[O:25][C:26]([CH3:27])([CH3:29])[CH3:28])[CH3:22])[C:15]=4[CH3:32])=[N:11][C:10]=3[CH:31]=2)[CH2:2][CH2:3]1. Procedure: Under an argon atmosphere, to a solution of tert-butyl [(1S)-2-({5-[5-(cyclopropylmethoxy)-1,3-benzoxazol-2-yl]isoxazol-3-yl}oxy)-1-methylethyl]carbamate (644 mg) in THF (15 mL) was added dropwise a hexane solution (1.6 M, 2.156 mL) of n-butyllithium at −78° C., and the mixture was stirred at −78° C. for 20 min. To the reaction mixture was added iodomethane (0.140 mL), and the mixture was stirred at −78° C. for 15 min, and then at 0° C. for 1 hr. The reaction mixture was neutralized with 1M hydr... The reactants are BrC1=CC(=C(OCC(=O)N(C)OC)C=C1)OC (2-(4-bromo-2-methoxyphenoxy)-N-methoxy-N-methylacetamide), C1(CC1)[Mg]Br (cyclopropylmagnesium bromide), [NH4+].[Cl-] (NH4Cl). Solvent: C1CCOC1 (THF). Conditions: time 1 hour. Yields the product BrC1=CC(=C(OCC(=O)C2CC2)C=C1)OC (2-(4-bromo-2-methoxyphenoxy)-1-cyclopropylethanone). Yield: 92.0%. RXN SMILES: [Br:1][C:2]1[CH:15]=[CH:14][C:5]([O:6][CH2:7][C:8](N(OC)C)=[O:9])=[C:4]([O:16][CH3:17])[CH:3]=1.[CH:18]1([Mg]Br)[CH2:20][CH2:19]1.[NH4+].[Cl-]>C1COCC1>[Br:1][C:2]1[CH:15]=[CH:14][C:5]([O:6][CH2:7][C:8]([CH:18]2[CH2:20][CH2:19]2)=[O:9])=[C:4]([O:16][CH3:17])[CH:3]=1 |f:2.3|. Reported procedure: To a solution of 2-(4-bromo-2-methoxyphenoxy)-N-methoxy-N-methylacetamide Part A (2 g, 6.58 mmol) in THF (25 mL) was slowly added cyclopropylmagnesium bromide (39.5 mL, 19.73 mmol). After stirring for 1 hour at RT, the reaction mixture was added to a sat. NH4Cl solution which was subsequently extracted with EtOAc, dried (Na2SO4), and concentrated. The crude product was purified using ISCO flash chromatography (silica gel/hexanes-ethyl acetate 100:0 to 50:50 gradient) to afford the desired produc... Reactants: ClC=1C=C(CN2C(C3=C(C(N4C(=C3CC2)C(N(CCCC4)CCOCC4=CC=CC=C4)=O)=O)OC)=O)C=CC1F (11-(3-chloro-4-fluorobenzyl)-9-methoxy-2-[2-(benzyl-oxy)ethyl]-3,4,5,6,12,13-hexahydro-2H[1,4]diazocino[2,1-a]-2,6-naphthyridine-1,8,10(11H)-trione), Br (hydrogen bromide), C(C)(=O)O (acetic acid). The solvent is O1CCOCC1 (dioxane). Conditions: time 1 hour. Yields the product ClC=1C=C(CN2C(C3=C(C(N4C(=C3CC2)C(N(CCCC4)CCOC(C)=O)=O)=O)O)=O)C=CC1F (11-(3-Chloro-4-fluorobenzyl)-9-hydroxy-2-[2-(acetyloxy)ethyl]-3,4,5,6,12,13-hexahydro-2H[1,4]diazocino[2,1-a]-2,6-naphthyridine-1,8,10(11H)-trione). RXN SMILES: [Cl:1][C:2]1[CH:3]=[C:4]([CH:37]=[CH:38][C:39]=1[F:40])[CH2:5][N:6]1[CH2:15][CH2:14][C:13]2[C:8](=[C:9]([O:34]C)[C:10](=[O:33])[N:11]3[CH2:21][CH2:20][CH2:19][CH2:18][N:17]([CH2:22][CH2:23][O:24][CH2:25][C:26]4C=CC=CC=4)[C:16](=[O:32])[C:12]3=2)[C:7]1=[O:36].Br.C(O)(=[O:44])C>O1CCOCC1>[Cl:1][C:2]1[CH:3]=[C:4]([CH:37]=[CH:38][C:39]=1[F:40])[CH2:5][N:6]1[CH2:15][CH2:14][C:13]2[C:8](=[C:9]([OH:34])[C:10](=[O:33])[N:11]3[CH2:21][CH2:20][CH2:19][CH2:18][N:17]([CH2:22][CH2:23][O:24][C:25](=[O:44])[CH3:26])[C:16](=[O:32])[C:12]3=2)[C:7]1=[O:36]. Reported procedure: A mixture of 11-(3-chloro-4-fluorobenzyl)-9-methoxy-2-[2-(benzyl-oxy)ethyl]-3,4,5,6,12,13-hexahydro-2H[1,4]diazocino[2,1-a]-2,6-naphthyridine-1,8,10(11H)-trione (120 mg, 0.21 mmol) and 33% hydrogen bromide in acetic acid (1 mL) in dioxane (1 mL) was stirred at room temperature for 1 hour. The product mixture was concentrated under vacuum. The residue was subjected to reverse phase column chromatography on C-18 stationary phase eluted with a 95-5% water-acetonitrile gradient. Collection and lyoph... Reactants: C(C)(=O)OCC (ethyl acetate), C(C)OC(=O)C1=NN(C(=C1)C)C1=CC=CC=C1 (3-Ethoxycarbonyl-1-phenyl-5-methylpyrazole), CCCCCC (hexane), CC(C)C[AlH]CC(C)C (DIBAL). Solvent: O (water), CO (methanol), C(Cl)Cl (methylene chloride). The product is C(=O)C1=NN(C(=C1)C)C1=CC=CC=C1 (3-formyl-5-methyl-1-phenylpyrazole). Yield: 81.7%. Reaction SMILES: C([O:3][C:4]([C:6]1[CH:10]=[C:9]([CH3:11])[N:8]([C:12]2[CH:17]=[CH:16][CH:15]=[CH:14][CH:13]=2)[N:7]=1)=O)C.CC(C[AlH]CC(C)C)C.CCCCCC.C(OCC)(=O)C>C(Cl)Cl.O.CO>[CH:4]([C:6]1[CH:10]=[C:9]([CH3:11])[N:8]([C:12]2[CH:17]=[CH:16][CH:15]=[CH:14][CH:13]=2)[N:7]=1)=[O:3]. Procedure: 3-Ethoxycarbonyl-1-phenyl-5-methylpyrazole (3.482 g, 15.12 mmol) was dissolved in 20 mL of purified methylene chloride, and then dropwisely added with DIBAL (45.36 mL, 45.36 mmol) at −78° C. and stirred. Termination of the reaction was confirmed by TLC (hexane:ethyl acetate=5:1). Upon completion of reaction, the reaction mixture was dropwisely added with methanol and water, and then extracted with methylene chloride. The resulting organic layer was dried with anhydrous magnesium sulfate and filt...